Dataset: the Open Reaction Database (ORD), a public repository of structured organic reaction records. Task: describe an organic reaction: reactants, conditions, products, and yield The reactants are Cc1ccccc1, CCO, COc1cccc(C=Cc2nc3sccn3c(=O)c2I)c1OCC1CC1, [Na+], [Na+], O=C([O-])[O-], O, OB(O)c1ccccc1. Yields the product COc1cccc(C=Cc2nc3sccn3c(=O)c2-c2ccccc2)c1OCC1CC1. As a reaction SMILES: [CH3:42][c:43]1[cH:44][cH:45][cH:46][cH:47][cH:48]1.[CH3:49][CH2:50][OH:51].[CH:1]1([CH2:4][O:5][c:6]2[c:7]([CH:14]=[CH:15][c:16]3[n:17][c:18]4[n:19]([c:20](=[O:23])[c:21]3[I:22])[cH:24][cH:25][s:26]4)[cH:8][cH:9][cH:10][c:11]2[O:12][CH3:13])[CH2:2][CH2:3]1.[Na+:36].[Na+:37].[O-:38][C:39](=[O:40])[O-:41].[OH2:52].[OH:27][B:28]([OH:29])[c:30]1[cH:31][cH:32][cH:33][cH:34][cH:35]1>>[CH:1]1([CH2:4][O:5][c:6]2[c:7]([CH:14]=[CH:15][c:16]3[n:17][c:18]4[n:19]([c:20](=[O:23])[c:21]3-[c:30]3[cH:31][cH:32][cH:33][cH:34][cH:35]3)[cH:24][cH:25][s:26]4)[cH:8][cH:9][cH:10][c:11]2[O:12][CH3:13])[CH2:2][CH2:3]1. The reactants are CCCc1c(Cc2ccc(-c3ccccc3C#N)cc2)c(=O)n(C2CCC(OCC(=O)OCC)CC2)c2ncnn12, CO, Cl, [Na+], C1CCOC1, [OH-], O. Product: CCCc1c(Cc2ccc(-c3ccccc3C#N)cc2)c(=O)n(C2CCC(OCC(=O)O)CC2)c2ncnn12. RXN SMILES: [C:1](#[N:2])[c:3]1[c:4](-[c:9]2[cH:10][cH:11][c:12]([CH2:15][c:16]3[c:17](=[O:41])[n:18]([CH:28]4[CH2:29][CH2:30][CH:31]([O:34][CH2:35][C:36](=[O:37])[O:38][CH2:39][CH3:40])[CH2:32][CH2:33]4)[c:19]4[n:20]([c:21]3[CH2:22][CH2:23][CH3:24])[n:25][cH:26][n:27]4)[cH:13][cH:14]2)[cH:5][cH:6][cH:7][cH:8]1.[CH3:44][OH:45].[ClH:46].[Na+:43].[O:48]1[CH2:49][CH2:50][CH2:51][CH2:52]1.[OH-:42].[OH2:47]>>[C:1](#[N:2])[c:3]1[c:4](-[c:9]2[cH:10][cH:11][c:12]([CH2:15][c:16]3[c:17](=[O:41])[n:18]([CH:28]4[CH2:29][CH2:30][CH:31]([O:34][CH2:35][C:36](=[O:37])[OH:38])[CH2:32][CH2:33]4)[c:19]4[n:20]([c:21]3[CH2:22][CH2:23][CH3:24])[n:25][cH:26][n:27]4)[cH:13][cH:14]2)[cH:5][cH:6][cH:7][cH:8]1. Starting materials: ice, Cl (HCl), N1N=CC(=C1)C(=O)O (Pyrazole -4-carboxylic acid), CO (methanol). Reaction conditions: temperature 0 celsius, time 8 hour. Yields the product C(=O)(OC)C=1C=NNC1 (4-carbomethoxypyrazole). Isolated yield 79.6%. RXN SMILES: Cl.[NH:2]1[CH:6]=[C:5]([C:7]([OH:9])=[O:8])[CH:4]=[N:3]1.[CH3:10]O>>[C:7]([C:5]1[CH:6]=[N:2][NH:3][CH:4]=1)([O:9][CH3:10])=[O:8]. Procedure details: To an ice cold saturated solution of HCl in methanol (500 ml), pyrazole-4-carboxylic acid (4) (19.2 g, 0.17 m) was added and the solution stirred at 0° C. for 3 hours and at ambient temperature overnight. The solvent was distilled off and the brown residue was dissolved in water. The aqueous solution was neutralized with NaHCO3 and the product was repeatedly extracted with ether (25×100 ml). The ether extract was dried over Mg SO4 and concentrated to give the methyl ester (5) as a pale yellow so... Starting materials: CC(C)(C)OC(=O)N1CCn2c(C(F)(F)F)nc(C(=O)O)c2C1, [Li]CCCC, CN(C)CCN(C)C, Cc1ccccc1, [Cl-], Cl, CI, [NH4+], C1CCOC1, O. Yields the product CC1c2c(C(=O)O)nc(C(F)(F)F)n2CCN1C(=O)OC(C)(C)C. As a reaction SMILES: [C:1]([CH3:2])([CH3:3])([CH3:4])[O:5][C:6](=[O:7])[N:8]1[CH2:9][c:10]2[n:11]([c:14]([C:20]([F:21])([F:22])[F:23])[n:15][c:16]2[C:17](=[O:18])[OH:19])[CH2:12][CH2:13]1.[CH2:32]([Li:33])[CH2:34][CH2:35][CH3:36].[CH3:24][N:25]([CH3:26])[CH2:27][CH2:28][N:29]([CH3:30])[CH3:31].[CH3:42][c:43]1[cH:44][cH:45][cH:46][cH:47][cH:48]1.[Cl-:39].[ClH:41].[I:37][CH3:38].[NH4+:40].[O:49]1[CH2:50][CH2:51][CH2:52][CH2:53]1.[OH2:54]>>[C:1]([CH3:2])([CH3:3])([CH3:4])[O:5][C:6](=[O:7])[N:8]1[CH:9]([CH3:24])[c:10]2[n:11]([c:14]([C:20]([F:21])([F:22])[F:23])[n:15][c:16]2[C:17](=[O:18])[OH:19])[CH2:12][CH2:13]1. Starting materials: CO, [Cl-], [Fe], O=[N+]([O-])c1cc(I)c2[nH]ccc2c1, [NH4+], O. Product: Cl, Nc1cc(I)c2[nH]ccc2c1. RXN SMILES: [CH3:16][OH:17].[Cl-:14].[Fe:19].[I:1][c:2]1[cH:3][c:4]([N+:11]([O-:12])=[O:13])[cH:5][c:6]2[cH:7][cH:8][nH:9][c:10]12.[NH4+:15].[OH2:18]>>[ClH:14].[I:1][c:2]1[cH:3][c:4]([NH2:11])[cH:5][c:6]2[cH:7][cH:8][nH:9][c:10]12. Reactants: O=[N+]([O-])c1ccc(CBr)c(Cl)c1, CC1CNCCN1C(=O)OC(C)(C)C, CCN(C(C)C)C(C)C, ClCCl, Cl, CN(C)C=O. Product: CC1CN(Cc2ccc([N+](=O)[O-])cc2Cl)CCN1C(=O)OC(C)(C)C. RXN SMILES: [Br:1][CH2:2][c:3]1[c:4]([Cl:12])[cH:5][c:6]([N+:9](=[O:10])[O-:11])[cH:7][cH:8]1.[CH3:14][CH:15]1[N:16]([C:21](=[O:22])[O:23][C:24]([CH3:25])([CH3:26])[CH3:27])[CH2:17][CH2:18][NH:19][CH2:20]1.[CH:28]([N:29]([CH2:30][CH3:31])[CH:32]([CH3:33])[CH3:34])([CH3:35])[CH3:36].[Cl:42][CH2:43][Cl:44].[ClH:13].[O:37]=[CH:38][N:39]([CH3:40])[CH3:41]>>[CH2:2]([c:3]1[c:4]([Cl:12])[cH:5][c:6]([N+:9](=[O:10])[O-:11])[cH:7][cH:8]1)[N:19]1[CH2:18][CH2:17][N:16]([C:21](=[O:22])[O:23][C:24]([CH3:25])([CH3:26])[CH3:27])[CH:15]([CH3:14])[CH2:20]1.